Dataset: the Open Reaction Database (ORD), a public repository of structured organic reaction records. Task: describe an organic reaction: reactants, conditions, products, and yield Starting materials: CCCc1c(OCCCOc2cccc([N+](=O)[O-])c2C#N)ccc(C(C)=O)c1O, C1=CCCCC1, CCO. Product: CCCc1c(OCCCOc2cccc(N)c2C#N)ccc(C(C)=O)c1O. RXN SMILES: [C:1]([CH3:2])(=[O:3])[c:4]1[c:5]([OH:29])[c:6]([CH2:26][CH2:27][CH3:28])[c:7]([O:8][CH2:9][CH2:10][CH2:11][O:12][c:13]2[c:14]([C:15]#[N:16])[c:17]([N+:21]([O-:22])=[O:23])[cH:18][cH:19][cH:20]2)[cH:24][cH:25]1.[CH2:30]1[CH2:31][CH:32]=[CH:33][CH2:34][CH2:35]1.[CH3:36][CH2:37][OH:38]>>[C:1]([CH3:2])(=[O:3])[c:4]1[c:5]([OH:29])[c:6]([CH2:26][CH2:27][CH3:28])[c:7]([O:8][CH2:9][CH2:10][CH2:11][O:12][c:13]2[c:14]([C:15]#[N:16])[c:17]([NH2:21])[cH:18][cH:19][cH:20]2)[cH:24][cH:25]1.